From a dataset of the Open Reaction Database (ORD), a public repository of structured organic reaction records. describe an organic reaction: reactants, conditions, products, and yield Reactants: CC(C)(C)OC(=O)NCc1ccc(-c2cccc(Oc3ccnc(C#N)n3)c2)cc1, O=CO. Yields the product N#Cc1nccc(Oc2cccc(-c3ccc(CN)cc3)c2)n1. Reaction SMILES: [C:1]([O:2][C:3](=[O:4])[NH:7][CH2:8][c:9]1[cH:10][cH:11][c:12](-[c:15]2[cH:16][c:17]([O:21][c:22]3[n:23][c:24]([C:28]#[N:29])[n:25][cH:26][cH:27]3)[cH:18][cH:19][cH:20]2)[cH:13][cH:14]1)([CH3:5])([CH3:6])[CH3:30].[CH:31]([OH:32])=[O:33]>>[NH2:7][CH2:8][c:9]1[cH:10][cH:11][c:12](-[c:15]2[cH:16][c:17]([O:21][c:22]3[n:23][c:24]([C:28]#[N:29])[n:25][cH:26][cH:27]3)[cH:18][cH:19][cH:20]2)[cH:13][cH:14]1.